This data is from the Open Reaction Database (ORD), a public repository of structured organic reaction records. The task is: describe an organic reaction: reactants, conditions, products, and yield Reactants: [Br-], CCS(=O)(=O)c1ccc(Oc2cc(Br)cc(CC(=O)O)c2)c(Cl)c1, C1COCCO1, O, [Zn+]c1ccccn1. Product: CCS(=O)(=O)c1ccc(Oc2cc(CC(=O)O)cc(-c3ccccn3)c2)c(Cl)c1. As a reaction SMILES: [Br-:25].[Br:1][c:2]1[cH:3][c:4]([CH2:21][C:22](=[O:23])[OH:24])[cH:5][c:6]([O:8][c:9]2[c:10]([Cl:20])[cH:11][c:12]([S:15](=[O:16])(=[O:17])[CH2:18][CH3:19])[cH:13][cH:14]2)[cH:7]1.[O:33]1[CH2:34][CH2:35][O:36][CH2:37][CH2:38]1.[OH2:39].[n:26]1[c:27]([Zn+:32])[cH:28][cH:29][cH:30][cH:31]1>>[c:2]1(-[c:27]2[n:26][cH:31][cH:30][cH:29][cH:28]2)[cH:3][c:4]([CH2:21][C:22](=[O:23])[OH:24])[cH:5][c:6]([O:8][c:9]2[c:10]([Cl:20])[cH:11][c:12]([S:15](=[O:16])(=[O:17])[CH2:18][CH3:19])[cH:13][cH:14]2)[cH:7]1. The reactants are Fc1cccc(COc2ccc(Nc3ncnc4cnc(Cl)cc34)cc2)c1, CCCC[Sn](CCCC)(CCCC)c1ccc(C2OCCO2)o1, C1COCCO1. The product is Fc1cccc(COc2ccc(Nc3ncnc4cnc(-c5ccc(C6OCCO6)o5)cc34)cc2)c1. As a reaction SMILES: [Cl:1][c:2]1[cH:3][c:4]2[c:5]([n:6][cH:7][n:8][c:9]2[NH:10][c:11]2[cH:12][cH:13][c:14]([O:17][CH2:18][c:19]3[cH:20][c:21]([F:25])[cH:22][cH:23][cH:24]3)[cH:15][cH:16]2)[cH:26][n:27]1.[O:28]1[CH:29]([c:33]2[cH:34][cH:35][c:36]([Sn:38]([CH2:39][CH2:40][CH2:41][CH3:42])([CH2:43][CH2:44][CH2:45][CH3:46])[CH2:47][CH2:48][CH2:49][CH3:50])[o:37]2)[O:30][CH2:31][CH2:32]1.[O:51]1[CH2:52][CH2:53][O:54][CH2:55][CH2:56]1>>[c:2]1(-[c:36]2[cH:35][cH:34][c:33]([CH:29]3[O:28][CH2:32][CH2:31][O:30]3)[o:37]2)[cH:3][c:4]2[c:5]([n:6][cH:7][n:8][c:9]2[NH:10][c:11]2[cH:12][cH:13][c:14]([O:17][CH2:18][c:19]3[cH:20][c:21]([F:25])[cH:22][cH:23][cH:24]3)[cH:15][cH:16]2)[cH:26][n:27]1.